Task: describe an organic reaction: reactants, conditions, products, and yield. Dataset: the Open Reaction Database (ORD), a public repository of structured organic reaction records The reactants are CC(C)(C)c1nc2cc(S(=O)(=O)n3ccc(C=O)c3)ccc2n1CC1CCOCC1, CN(C)C=O. The product is CC(C)(C)c1nc2cc(S(=O)(=O)n3ccc(C(=O)O)c3)ccc2n1CC1CCOCC1. As a reaction SMILES: [C:1]([CH3:2])([CH3:3])([CH3:4])[c:5]1[n:6][c:7]2[c:8]([n:9]1[CH2:10][CH:11]1[CH2:12][CH2:13][O:14][CH2:15][CH2:16]1)[cH:17][cH:18][c:19]([S:21](=[O:22])(=[O:23])[n:24]1[cH:25][c:26]([CH:29]=[O:30])[cH:27][cH:28]1)[cH:20]2.[O:31]=[CH:32][N:33]([CH3:34])[CH3:35]>>[C:1]([CH3:2])([CH3:3])([CH3:4])[c:5]1[n:6][c:7]2[c:8]([n:9]1[CH2:10][CH:11]1[CH2:12][CH2:13][O:14][CH2:15][CH2:16]1)[cH:17][cH:18][c:19]([S:21](=[O:22])(=[O:23])[n:24]1[cH:25][c:26]([C:29](=[O:30])[OH:31])[cH:27][cH:28]1)[cH:20]2. The reactants are C(#C)C=1C=C(C=CC1)O (3-ethynylphenol), BrCC1CC1 ((bromomethyl)cyclopropane), [I-].[Na+] (sodium iodide), CS2CO3. Run in CCOCC (Et2O), CC(=O)C (acetone). Product: C1(CC1)COC1=CC(=CC=C1)C#C (1-(cyclopropylmethoxy)-3-ethynylbenzene). Yield: 84.2%. As a reaction SMILES: [C:1]([C:3]1[CH:4]=[C:5]([OH:9])[CH:6]=[CH:7][CH:8]=1)#[CH:2].Br[CH2:11][CH:12]1[CH2:14][CH2:13]1.[I-].[Na+]>CC(C)=O.CCOCC>[CH:12]1([CH2:11][O:9][C:5]2[CH:6]=[CH:7][CH:8]=[C:3]([C:1]#[CH:2])[CH:4]=2)[CH2:14][CH2:13]1 |f:2.3|. Reported procedure: To a solution of 3-ethynylphenol (1.18 g, 10.0 mmol) in acetone (30 mL) is added (bromomethyl)cyclopropane (1.02 mL, 10.0 mmol), sodium iodide (0.75 g, 5.0 mmol) and CS2CO3 (6.52 g, 20.0 mmol) at room temperature. After refluxing over night, the reaction mixture is cooled, diluted with Et2O (300 mL) and pass through a thin layer of silica gel. The solution is concentrated. The crude material is purified by chromatography (silica gel, EtOAc/hexane:1/99) to give the title compound (1.45 g, 84%) as... Starting materials: OOS(=O)[O-].[K+] (Oxone), C(CN(CC(=O)[O-])CC(=O)[O-])N(CC(=O)O)CC(=O)O.[Na+].[Na+] (disodium ethylenediaminetetraacetate), C([O-])([O-])=O.[K+].[K+] (potassium carbonate), solution, B([O-])([O-])[O-].B([O-])([O-])[O-].B([O-])([O-])[O-].B([O-])([O-])[O-].[Na+].[Na+].[Na+].[Na+].[Na+].[Na+].[Na+].[Na+].[Na+].[Na+].[Na+].[Na+] (sodium tetraborate), C(CN(CC(=O)[O-])CC(=O)[O-])N(CC(=O)O)CC(=O)O.[Na+].[Na+] (disodium ethylenediaminetetraacetate), 1,2, 4,5-di-O-isopropylidene-β-D-erythro-2,3-hexodiuro-2,6-pyranose, C(C1=CC=CC=C1)OC/C=C/C[C@H](C(=O)O)CCC ((2R,4E)-6-Benzyloxy-2-propylhex-4-enoic acid), COCOC (dimethoxymethane). Reagents/catalysts: S([O-])(O)(=O)=O.C(CCC)[N+](CCCC)(CCCC)CCCC (tetrabutylammonium bisulfate). Solvent: O (water), O (water), C(C)#N (acetonitrile). Conditions: time 10 minute. The product is C(C1=CC=CC=C1)OC[C@@H](O)[C@@H]1C[C@H](C(O1)=O)CCC ((3R,5S)-5-[(R)-2-Benzyloxy-1-hydroxyethyl]-3-propyldihydrofuran-2-one). The yield is 66.0%. RXN SMILES: B([O-])([O-])[O-].B([O-])([O-])[O-].B([O-])([O-])[O-].B([O-])([O-])[O-].[Na+].[Na+].[Na+].[Na+].[Na+].[Na+].[Na+].[Na+].[Na+].[Na+].[Na+].[Na+].C(N(CC(O)=O)CC(O)=O)CN(CC([O-])=O)CC([O-])=[O:34].[Na+].[Na+].[CH2:51]([O:58][CH2:59]/[CH:60]=[CH:61]/[CH2:62][C@@H:63]([CH2:67][CH2:68][CH3:69])[C:64]([OH:66])=[O:65])[C:52]1[CH:57]=[CH:56][CH:55]=[CH:54][CH:53]=1.COCOC.OOS([O-])=O.[K+].C(=O)([O-])[O-].[K+].[K+]>S(=O)(=O)(O)[O-].C([N+](CCCC)(CCCC)CCCC)CCC.O.C(#N)C>[CH2:51]([O:58][CH2:59][C@H:60]([C@H:61]1[O:65][C:64](=[O:66])[C@H:63]([CH2:67][CH2:68][CH3:69])[CH2:62]1)[OH:34])[C:52]1[CH:57]=[CH:56][CH:55]=[CH:54][CH:53]=1 |f:0.1.2.3.4.5.6.7.8.9.10.11.12.13.14.15,16.17.18,21.22,23.24.25,26.27|. Procedure: 400 ml of a solution of a sodium tetraborate buffer solution (0.05 M) in a 0.4 mM disodium ethylenediaminetetraacetate aqueous solution, 0.600 g of tetrabutylammonium bisulfate (1.77 mmol) and 10.3 g of 1,2:4,5-di-O-isopropylidene-β-D-erythro-2,3-hexodiuro-2,6-pyranose (39.9 mmol) were added to 10.5 g of (2R,4E)-6-benzyloxy-2-propylhex-4-enoic acid obtained in Example (116b) (40.0 mmol) in a mixed solvent of acetonitrile (150 ml) and dimethoxymethane (300 ml) at room temperature, and the mixture... Reactants: C(C)[SiH](CC)CC (triethylsilane), COC(=O)[C@H]1N(C(COC1)O)C(=O)OC(C)(C)C (3(S)-Methoxycarbonyl-4-t-butoxycarbonyl-5-hydroxymorpholine), B(F)(F)F.CCOCC (boron trifluoride etherate). Solvent: C(Cl)Cl (methylene chloride), C(Cl)Cl (methylene chloride). Conditions: time 30 minute. Product: COC(=O)[C@H]1N(CCOC1)C(=O)OC(C)(C)C (3(S)-Methoxycarbonyl-4-t-butoxycarbonylmorpholine). Yield: 40.8%. Reaction SMILES: [CH3:1][O:2][C:3]([C@@H:5]1[CH2:10][O:9][CH2:8][CH:7](O)[N:6]1[C:12]([O:14][C:15]([CH3:18])([CH3:17])[CH3:16])=[O:13])=[O:4].C([SiH](CC)CC)C.B(F)(F)F.CCOCC>C(Cl)Cl>[CH3:1][O:2][C:3]([C@@H:5]1[CH2:10][O:9][CH2:8][CH2:7][N:6]1[C:12]([O:14][C:15]([CH3:18])([CH3:17])[CH3:16])=[O:13])=[O:4] |f:2.3|. Procedure details: A solution of example 1109C (522 mg, 2.0 mmol) in 4 mL of methylene chloride was cooled in an ice/acetone bath and triethylsilane (1.6 mL, 10.0 mmol) was added. The solution was then treated with a solution of boron trifluoride etherate (0.27 mL, 2.2 mmol) in 1 mL of methylene chloride. After stirring 30 minutes, the bath was removed and stirring continued for 30 minutes and the mixture was quenched by the addition of 2M aqueous sodium carbonate. The mixture was diluted with water and methylene ... The reactants are C[Al](C)C (Trimethylaluminium), FC(CN)(C(F)(F)F)F (2,2,3,3,3-pentafluoropropylamine), COC(C1=CN=C(C=C1)OCC=1C(=NOC1CO)C1=CC=C(C=C1)F)=O (6-[3-(4-fluoro-phenyl)-5-hydroxymethyl-isoxazol-4-ylmethoxy]-nicotinic acid methyl ester). Run in O1CCOCC1 (dioxane), O1CCOCC1 (dioxane). Conditions: time 8 hour. Product: FC1=CC=C(C=C1)C1=NOC(=C1COC1=NC=C(C(=O)NCC(C(F)(F)F)(F)F)C=C1)CO (6-[3-(4-Fluoro-phenyl)-5-hydroxymethyl-isoxazol-4-ylmethoxy]-N-(2,2,3,3,3-pentafluoro-propyl)-nicotinamide). Isolated yield 77.4%. RXN SMILES: C[Al](C)C.[F:5][C:6]([F:13])([C:9]([F:12])([F:11])[F:10])[CH2:7][NH2:8].C[O:15][C:16](=O)[C:17]1[CH:22]=[CH:21][C:20]([O:23][CH2:24][C:25]2[C:26]([C:32]3[CH:37]=[CH:36][C:35]([F:38])=[CH:34][CH:33]=3)=[N:27][O:28][C:29]=2[CH2:30][OH:31])=[N:19][CH:18]=1>O1CCOCC1>[F:38][C:35]1[CH:36]=[CH:37][C:32]([C:26]2[C:25]([CH2:24][O:23][C:20]3[CH:21]=[CH:22][C:17]([C:16]([NH:8][CH2:7][C:6]([F:13])([F:5])[C:9]([F:12])([F:11])[F:10])=[O:15])=[CH:18][N:19]=3)=[C:29]([CH2:30][OH:31])[O:28][N:27]=2)=[CH:33][CH:34]=1. Procedure: Trimethylaluminium solution (2 M in toluene, 0.84 mL, 1.67 mmol) was added to a solution of 2,2,3,3,3-pentafluoropropylamine (121 μL, 1.12 mmol) in dioxane (4 mL). After stirring for 45 min at 50° C. a solution of 6-[3-(4-fluoro-phenyl)-5-hydroxymethyl-isoxazol-4-ylmethoxy]-nicotinic acid methyl ester (100 mg, 0.28 mmol) in dioxane (4 mL) was added and stirring was continued overnight at 85° C. The dioxane was removed by distillation. The remaining material was purified by chromatography (silica... Product: O=P(c1ccccc1)(c1ccccc1)N1CCNCC1. Reactants: C1CNCCN1, [Cl-], CN(C)C=O, O=P([O-])(c1ccccc1)c1ccccc1. RXN SMILES: [CH2:17]1[CH2:18][NH:19][CH2:20][CH2:21][NH:22]1.[Cl-:1].[O:23]=[CH:24][N:25]([CH3:26])[CH3:27].[c:2]1([P:8]([O-:9])(=[O:10])[c:11]2[cH:12][cH:13][cH:14][cH:15][cH:16]2)[cH:3][cH:4][cH:5][cH:6][cH:7]1>>[c:2]1([P:8](=[O:10])([c:11]2[cH:12][cH:13][cH:14][cH:15][cH:16]2)[N:19]2[CH2:18][CH2:17][NH:22][CH2:21][CH2:20]2)[cH:3][cH:4][cH:5][cH:6][cH:7]1.